From a dataset of the Open Reaction Database (ORD), a public repository of structured organic reaction records. describe an organic reaction: reactants, conditions, products, and yield Reactants: Fc1ccc(CBr)cc1, CCCCc1nc(C)[nH]c(=O)c1Cc1ccc(-c2ccccc2C#N)cc1, CN(C)C=O, CCOC(C)=O, [H-], [Na+]. The product is CCCCc1nc(C)n(Cc2ccc(F)cc2)c(=O)c1Cc1ccc(-c2ccccc2C#N)cc1. As a reaction SMILES: [Br:35][CH2:36][c:37]1[cH:38][cH:39][c:40]([F:43])[cH:41][cH:42]1.[CH2:1]([CH2:2][CH2:3][CH3:4])[c:5]1[n:6][c:7]([CH3:27])[nH:8][c:9](=[O:26])[c:10]1[CH2:11][c:12]1[cH:13][cH:14][c:15](-[c:18]2[c:19]([C:24]#[N:25])[cH:20][cH:21][cH:22][cH:23]2)[cH:16][cH:17]1.[CH3:30][N:31]([CH3:32])[CH:33]=[O:34].[CH3:44][CH2:45][O:46][C:47](=[O:48])[CH3:49].[H-:28].[Na+:29]>>[CH2:1]([CH2:2][CH2:3][CH3:4])[c:5]1[n:6][c:7]([CH3:27])[n:8]([CH2:36][c:37]2[cH:38][cH:39][c:40]([F:43])[cH:41][cH:42]2)[c:9](=[O:26])[c:10]1[CH2:11][c:12]1[cH:13][cH:14][c:15](-[c:18]2[c:19]([C:24]#[N:25])[cH:20][cH:21][cH:22][cH:23]2)[cH:16][cH:17]1. Starting materials: CSC, O=C1CCC(=O)N1Cl, ClCCl, CCC(=CCO)c1cccc([N+](=O)[O-])c1. Product: CCC(=CCCl)c1cccc([N+](=O)[O-])c1. RXN SMILES: [CH3:9][S:10][CH3:11].[Cl:1][N:2]1[C:3](=[O:4])[CH2:5][CH2:6][C:7]1=[O:8].[Cl:27][CH2:28][Cl:29].[N+:12](=[O:13])([O-:14])[c:15]1[cH:16][c:17]([C:21](=[CH:22][CH2:23][OH:24])[CH2:25][CH3:26])[cH:18][cH:19][cH:20]1>>[Cl:1][CH2:23][CH:22]=[C:21]([c:17]1[cH:16][c:15]([N+:12](=[O:13])[O-:14])[cH:20][cH:19][cH:18]1)[CH2:25][CH3:26].